From a dataset of the Open Reaction Database (ORD), a public repository of structured organic reaction records. describe an organic reaction: reactants, conditions, products, and yield Reactants: C[Al](C)C (trimethylaluminium), C1(CC1)N(S(=O)(=O)C1=C(C=C(C=C1C)OC)C)CC1=NN=C(S1)C(=O)OCC (ethyl 5-({cyclopropyl[(4-methoxy-2,6-dimethylphenyl)sulfonyl]amino}methyl)-1,3,4-thiadiazole-2-carboxylate), N1(CCCC1)CCCN1CCNCC1 (1-[3-(pyrrolidin-1-yl)propyl]piperazine). Solvent: ClCCCl (DCE). Product: N (NH3), C1(CC1)N(S(=O)(=O)C1=C(C=C(C=C1C)OC)C)CC=1SC(=NN1)C(=O)N1CCN(CC1)CCCN1CCCC1 (N-Cyclopropyl-4-methoxy-2,6-dimethyl-N-[(5-{[4-(3-pyrrolidin-1-ylpropyl)piperazin-1-yl]carbonyl}-1,3,4-thiadiazol-2-yl)methyl]benzenesulfonamide). RXN SMILES: [CH:1]1([N:4]([CH2:18][C:19]2[S:23][C:22]([C:24]([O:26]CC)=O)=[N:21][N:20]=2)[S:5]([C:8]2[C:13]([CH3:14])=[CH:12][C:11]([O:15][CH3:16])=[CH:10][C:9]=2[CH3:17])(=[O:7])=[O:6])[CH2:3][CH2:2]1.[N:29]1([CH2:34][CH2:35][CH2:36][N:37]2[CH2:42][CH2:41][NH:40][CH2:39][CH2:38]2)[CH2:33][CH2:32][CH2:31][CH2:30]1.C[Al](C)C>ClCCCl>[NH3:4].[CH:1]1([N:4]([CH2:18][C:19]2[S:23][C:22]([C:24]([N:40]3[CH2:39][CH2:38][N:37]([CH2:36][CH2:35][CH2:34][N:29]4[CH2:30][CH2:31][CH2:32][CH2:33]4)[CH2:42][CH2:41]3)=[O:26])=[N:21][N:20]=2)[S:5]([C:8]2[C:13]([CH3:14])=[CH:12][C:11]([O:15][CH3:16])=[CH:10][C:9]=2[CH3:17])(=[O:7])=[O:6])[CH2:2][CH2:3]1. Reported procedure: The title compound was prepared according to general procedure AT using ethyl 5-({cyclopropyl[(4-methoxy-2,6-dimethylphenyl)sulfonyl]amino}methyl)-1,3,4-thiadiazole-2-carboxylate (30 mg, 0.07 mmol), 1-[3-(pyrrolidin-1-yl)propyl]piperazine (31 mg, 0.16 mmol) and trimethylaluminium (2 M in toluene, 0.07 mL) in DCE (5 mL). The crude product was purified using FCC, eluting with 95:4.5:0.5 DCM:MeOH:NH3, to afford the title compound. The reactants are ClCC(CC(=O)OCC)=O (ethyl chloroacetoacetate), C(=S)N (thioformamide), O.N (ammonia water). The solvent is C(C)O (ethanol). Product: CC=1N=CSC1C(=O)N (4-methylthiazol-5-carboxamide). Isolated yield 82.0%. Reaction SMILES: Cl[CH2:2][C:3](=O)[CH2:4][C:5]([O:7]CC)=O.[CH:11]([NH2:13])=[S:12].O.[NH3:15]>C(O)C>[CH3:2][C:3]1[N:13]=[CH:11][S:12][C:4]=1[C:5]([NH2:15])=[O:7] |f:2.3|. Procedure details: 3.3 g (20 mmol) ethyl chloroacetoacetate and 1.8 g (30 mmol) thioformamide were dissolved in 40 ml ethanol, and reacted under reflux for 8 hr, followed by removing the solvent by rotation drying; and then, ethyl acetate and water were added to separate the layers. The resultant organic phase was dried over anhydrous sodium sulfate, filtered, and concentrated to obtain a red oily liquid. 60 ml ammonia water was directly added to the red oily liquid without purification, to carry out reaction in c... Starting materials: Cl.CC1NCCC2=CC=CC=C12 (1-methyl-1,2,3,4-tetrahydro-isoquinolinehydrochloride), N(=O)[O-].[Na+] (sodium nitrite). The solvent is O (water), O (water). Conditions: temperature 75 celsius, time 2 hour. Product: CC1N(CCC2=CC=CC=C12)N=O (1-methyl-2-nitroso-1,2,3,4-tetrahydro-isoquinoline). Yield: 93.1%. RXN SMILES: Cl.[CH3:2][CH:3]1[C:12]2[C:7](=[CH:8][CH:9]=[CH:10][CH:11]=2)[CH2:6][CH2:5][NH:4]1.[N:13]([O-])=[O:14].[Na+]>O>[CH3:2][CH:3]1[C:12]2[C:7](=[CH:8][CH:9]=[CH:10][CH:11]=2)[CH2:6][CH2:5][N:4]1[N:13]=[O:14] |f:0.1,2.3|. Procedure: 21.5 g of 1-methyl-1,2,3,4-tetrahydro-isoquinolinehydrochloride (its preparation: Monatshefte, volume 53-54, 959 (1929) are dissolved in 50 cm3 water and to the solution a solution of 8.22 g of sodium nitrite in 25 cm3 water is added within 1 hour at 75° C. dropwise. The reaction mixture is cooled at 75° C. after stirring for 2 hours and it is extracted with 6×30 cm3 chloroform. The chloroform solution is washed with 50 cm3 water, dried and evaporated in vacuo. 19.2 g (93%) 1-methyl-2-nitroso-1,... The reactants are BrCc1ccccc1, CO, CC(N)(Cc1ccc(O)cc1)C(=O)O, [Na+], [OH-]. The product is Br, CC(N)(Cc1ccc(OCc2ccccc2)cc1)C(=O)O. RXN SMILES: [Br:17][CH2:18][c:19]1[cH:20][cH:21][cH:22][cH:23][cH:24]1.[CH3:15][OH:16].[CH3:1][C:2]([NH2:3])([CH2:4][c:5]1[cH:6][cH:7][c:8]([OH:11])[cH:9][cH:10]1)[C:12](=[O:13])[OH:14].[Na+:26].[OH-:25]>>[BrH:17].[CH3:1][C:2]([NH2:3])([CH2:4][c:5]1[cH:6][cH:7][c:8]([O:11][CH2:18][c:19]2[cH:20][cH:21][cH:22][cH:23][cH:24]2)[cH:9][cH:10]1)[C:12](=[O:13])[OH:14]. The reactants are C(C)(C)(C)C1=CC(=C(C=N1)C=1N([C@]([C@](N1)(C)C1=CC=C(C=C1)Cl)(C)C1=CC=C(C=C1)Cl)C(=O)N1CCN(CC1)CC(=O)O)OCC ({4-[(4S,5R)-2-(6-tert-butyl-4-ethoxy-pyridin-3-yl)-4,5-bis-(4-chloro-phenyl)-4,5-dimethyl-4,5-dihydro-imidazole-1-carbonyl]-piperazin-1-yl}-acetic acid), CO[C@H]1CNCC1 ((R)-3-methoxy-pyrrolidine). Yields the product C(C)(C)(C)C1=CC(=C(C=N1)C=1N([C@]([C@](N1)(C)C1=CC=C(C=C1)Cl)(C)C1=CC=C(C=C1)Cl)C(=O)N1CCN(CC1)CC(=O)N1C[C@@H](CC1)OC)OCC (2-{4-[(4S,5R)-2-(6-tert-Butyl-4-ethoxy-pyridin-3-yl)-4,5-bis-(4-chloro-phenyl)-4,5-dimethyl-4,5-dihydro-imidazole-1-carbonyl]-piperazin-1-yl}-1-((R)-3-methoxy-pyrrolidin-1-yl)-ethanone). As a reaction SMILES: [C:1]([C:5]1[N:10]=[CH:9][C:8]([C:11]2[N:12]([C:32]([N:34]3[CH2:39][CH2:38][N:37]([CH2:40][C:41](O)=[O:42])[CH2:36][CH2:35]3)=[O:33])[C@@:13]([C:25]3[CH:30]=[CH:29][C:28]([Cl:31])=[CH:27][CH:26]=3)([CH3:24])[C@@:14]([C:17]3[CH:22]=[CH:21][C:20]([Cl:23])=[CH:19][CH:18]=3)([CH3:16])[N:15]=2)=[C:7]([O:44][CH2:45][CH3:46])[CH:6]=1)([CH3:4])([CH3:3])[CH3:2].[CH3:47][O:48][C@@H:49]1[CH2:53][CH2:52][NH:51][CH2:50]1>>[C:1]([C:5]1[N:10]=[CH:9][C:8]([C:11]2[N:12]([C:32]([N:34]3[CH2:35][CH2:36][N:37]([CH2:40][C:41]([N:51]4[CH2:52][CH2:53][C@@H:49]([O:48][CH3:47])[CH2:50]4)=[O:42])[CH2:38][CH2:39]3)=[O:33])[C@@:13]([C:25]3[CH:26]=[CH:27][C:28]([Cl:31])=[CH:29][CH:30]=3)([CH3:24])[C@@:14]([C:17]3[CH:18]=[CH:19][C:20]([Cl:23])=[CH:21][CH:22]=3)([CH3:16])[N:15]=2)=[C:7]([O:44][CH2:45][CH3:46])[CH:6]=1)([CH3:4])([CH3:3])[CH3:2]. Reported procedure: In a manner analogous to the method described in example 99, {4-[(4S,5R)-2-(6-tert-butyl-4-ethoxy-pyridin-3-yl)-4,5-bis-(4-chloro-phenyl)-4,5-dimethyl-4,5-dihydro-imidazole-1-carbonyl]-piperazin-1-yl}-acetic acid was coupled with (R)-3-methoxy-pyrrolidine (Aldrich) to give the title compound. HR-MS (ES, m/z) calculated for C40H51Cl2N6O4 [(M+H)+] 749.3344, observed 749.3337. The yield is 61.8%. Reaction SMILES: [N+:1]([C:4]1[CH:5]=[C:6]([OH:13])[CH:7]=[C:8]([N+:10]([O-:12])=[O:11])[CH:9]=1)([O-:3])=[O:2].Br[CH2:15][C:16]#[N:17].C(=O)([O-])[O-].[K+].[K+].C(OCC)(=O)C>CC(=O)CC>[N+:1]([C:4]1[CH:5]=[C:6]([CH:7]=[C:8]([N+:10]([O-:12])=[O:11])[CH:9]=1)[O:13][CH2:15][C:16]#[N:17])([O-:3])=[O:2] |f:2.3.4|. Product: [N+](=O)([O-])C=1C=C(OCC#N)C=C(C1)[N+](=O)[O-] ((3,5-dinitrophenoxy)-acetonitrile). The solvent is CC(CC)=O (2-butanone). Procedure details: 3,5-Dinitrophenol (15.0 g) and 10.75 g of bromoacetonitrile were dissolved in 85 ml of 2-butanone and the solution was treated with 33.78 g of potassium carbonate. The heterogenous mixture was stirred and heated at 70° C. for 5 hours, cooled to room temperature, poured into ethyl acetate, washed with water, dried over magnesium sulfate, and evaporated. The residue was purified by silica gel chromatography eluting with dichloromethane/hexane (3:1) to give 11.24 g of (3,5-dinitrophenoxy)-acetonitr... Reactants: C(C)(=O)OCC (ethyl acetate), [N+](=O)([O-])C=1C=C(C=C(C1)[N+](=O)[O-])O (3,5-Dinitrophenol), BrCC#N (bromoacetonitrile), C([O-])([O-])=O.[K+].[K+] (potassium carbonate). Reaction conditions: temperature 70 celsius.